This data is from the Open Reaction Database (ORD), a public repository of structured organic reaction records. The task is: describe an organic reaction: reactants, conditions, products, and yield Starting materials: COC1=CC=C(C=C1)S (4-methoxybenzenethiol), C(CC)NO (N-n-propylhydroxylamine). Product: COC1=CC=C(C=C1)SC=1OC(=CC1)C=[N+]([O-])CCC (α-[2-(4-Methoxyphenylthio)-5-furyl]-N-n-propylnitrone). As a reaction SMILES: [CH3:1][O:2][C:3]1[CH:8]=[CH:7][C:6]([SH:9])=[CH:5][CH:4]=1.[CH2:10]([NH:13][OH:14])[CH2:11][CH3:12]>>[CH3:1][O:2][C:3]1[CH:8]=[CH:7][C:6]([S:9][C:3]2[O:2][C:11]([CH:10]=[N+:13]([CH2:5][CH2:6][CH3:7])[O-:14])=[CH:12][CH:4]=2)=[CH:5][CH:4]=1. Procedure: The title compound was prepared according to the procedure described in Example 1 using 4-methoxybenzenethiol and N-n-propylhydroxylamine. The title compound was isolated in 76.6% yield as slightly yellowish crystals, m.p. 63.0° C. (Rf =0.17 on a silica gel plate using hexanes/EtOAc, 2:1, v:v, as the eluant). The reactants are CC(=O)OCCc1ccc(-n2c(C(C)(C)O)nc3cc(C(F)(F)F)c(Cl)cc32)cc1, ClCCl, O, O=S(Cl)Cl. The product is CC(=O)OCCc1ccc(-n2c(C(C)(C)Cl)nc3cc(C(F)(F)F)c(Cl)cc32)cc1. Reaction SMILES: [C:1]([CH3:2])(=[O:3])[O:4][CH2:5][CH2:6][c:7]1[cH:8][cH:9][c:10](-[n:13]2[c:14]([C:27]([CH3:28])([CH3:29])[OH:30])[n:15][c:16]3[c:17]2[cH:18][c:19]([Cl:26])[c:20]([C:22]([F:23])([F:24])[F:25])[cH:21]3)[cH:11][cH:12]1.[Cl:36][CH2:37][Cl:38].[OH2:35].[S:31]([Cl:32])([Cl:33])=[O:34]>>[C:1]([CH3:2])(=[O:3])[O:4][CH2:5][CH2:6][c:7]1[cH:8][cH:9][c:10](-[n:13]2[c:14]([C:27]([CH3:28])([CH3:29])[Cl:33])[n:15][c:16]3[c:17]2[cH:18][c:19]([Cl:26])[c:20]([C:22]([F:23])([F:24])[F:25])[cH:21]3)[cH:11][cH:12]1. The reactants are [OH-].[K+] (potassium hydroxide), ClC1=CC=C(CCl)C=C1 (4-chlorobenzyl chloride), C(C)(C)C(=O)C (methyl isopropyl ketone). Reagents/catalysts: [Br-].C(CCC)[N+](CCCC)(CCCC)CCCC (tetrabutylammonium bromide). Solvent: C1(=CC=CC=C1)C (toluene). Run at temperature 85 celsius, time 3 hour. Product: ClC1=CC=C(C=C1)CC(C(C)=O)(C)C (1-(4-chlorophenyl)-2,2-dimethyl-3-butanone). Isolated yield 86.9%. As a reaction SMILES: [OH-].[K+].[Cl:3][C:4]1[CH:11]=[CH:10][C:7]([CH2:8]Cl)=[CH:6][CH:5]=1.[CH:12]([C:15]([CH3:17])=[O:16])([CH3:14])[CH3:13]>C1(C)C=CC=CC=1.[Br-].C([N+](CCCC)(CCCC)CCCC)CCC>[Cl:3][C:4]1[CH:11]=[CH:10][C:7]([CH2:8][C:12]([CH3:14])([CH3:13])[C:15](=[O:16])[CH3:17])=[CH:6][CH:5]=1 |f:0.1,5.6|. Procedure details: 254 g (4 mols) of powdered technical potassium hydroxide (88% pure) are suspended in 1 liter of toluene. To this are slowly added 40 g of tetrabutylammonium bromide and a mixture of 644 g (4 mols) of 4-chlorobenzyl chloride and 430 g (5 mols) of methyl isopropyl ketone at 85° C. The reaction mixture is stirred a further 3 hours at 85° C. and, after cooling down, it is filtered and the filtrate is washed to neutrality. 732.5 g (87% of theory) of 1-(4-chlorophenyl)-2,2-dimethyl-3-butanone of boili... The reactants are [H-].[Al+3].[Li+].[H-].[H-].[H-] (lithium aluminium hydride), C[C@@H]1N(CCOC1)C=1N=C(C2=C(N1)N=C(C=C2)C=2C=CC(=C(C(=O)OC)C2)OC)N2[C@H](COCC2)C (methyl 5-{2,4-bis[(3S)-3-methylmorpholin-4-yl]pyrido[2,3-d]pyrimidin-7-yl}-2-methoxybenzoate), [H-].[Al+3].[Li+].[H-].[H-].[H-] (lithium aluminium hydride). Solvent: C1CCOC1 (THF). Reaction conditions: time 60 minute. Yields the product C[C@@H]1N(CCOC1)C=1N=C(C2=C(N1)N=C(C=C2)C=2C=CC(=C(C2)CO)OC)N2[C@H](COCC2)C ((5-{2,4-bis[(3S)-3-methylmorpholin-4-yl]pyrido[2,3-d]pyrimidin-7-yl}-2-methoxyphenyl)methanol). The yield is 96.2%. Reaction SMILES: [H-].[Al+3].[Li+].[H-].[H-].[H-].[CH3:7][C@H:8]1[CH2:13][O:12][CH2:11][CH2:10][N:9]1[C:14]1[N:15]=[C:16]([N:36]2[CH2:41][CH2:40][O:39][CH2:38][C@@H:37]2[CH3:42])[C:17]2[CH:23]=[CH:22][C:21]([C:24]3[CH:25]=[CH:26][C:27]([O:34][CH3:35])=[C:28]([CH:33]=3)[C:29](OC)=[O:30])=[N:20][C:18]=2[N:19]=1>C1COCC1>[CH3:7][C@H:8]1[CH2:13][O:12][CH2:11][CH2:10][N:9]1[C:14]1[N:15]=[C:16]([N:36]2[CH2:41][CH2:40][O:39][CH2:38][C@@H:37]2[CH3:42])[C:17]2[CH:23]=[CH:22][C:21]([C:24]3[CH:25]=[CH:26][C:27]([O:34][CH3:35])=[C:28]([CH2:29][OH:30])[CH:33]=3)=[N:20][C:18]=2[N:19]=1 |f:0.1.2.3.4.5|. Procedure: A solution of lithium aluminium hydride (2M solution in THF, 1.01 mL, 2.01 mmol) was added to a solution of methyl 5-{2,4-bis[(3S)-3-methylmorpholin-4-yl]pyrido[2,3-d]pyrimidin-7-yl}-2-methoxybenzoate (1.47 g, 2.68 mmol) in THF (19.8 mL) at 0° C. under an atmosphere of nitrogen. After 60 minutes, further lithium aluminium hydride (2M solution in THF, 0.67 mL, 1.34 mmol) was added and the solution allowed to stir at RT for 900 minutes. The resulting solution was quenched by the addition of water ...